This data is from the Open Reaction Database (ORD), a public repository of structured organic reaction records. The task is: describe an organic reaction: reactants, conditions, products, and yield The reactants are CCOC(=O)CC(=O)O, [Li]CCCC, C1CCOC1, CCCCCC, O=C(Cl)C1CC1, Cl, O. Product: CCOC(=O)CC(=O)C1CC1. RXN SMILES: [C:1]([CH2:2][C:3](=[O:4])[OH:5])(=[O:6])[O:7][CH2:8][CH3:9].[CH2:10]([CH2:11][CH2:12][CH3:13])[Li:14].[CH2:28]1[O:29][CH2:30][CH2:31][CH2:32]1.[CH3:15][CH2:16][CH2:17][CH2:18][CH2:19][CH3:20].[CH:21]1([C:22]([Cl:23])=[O:24])[CH2:25][CH2:26]1.[ClH:27].[OH2:33]>>[C:1]([CH2:2][C:3](=[O:5])[CH:11]1[CH2:12][CH2:13]1)(=[O:6])[O:7][CH2:8][CH3:9]. Reaction SMILES: [CH3:1][S:2](CC1C=C(N2CCC2)C=CC=1)(=[O:4])=[O:3].CSC[C:19]1[CH:20]=[C:21]([N:25]2[CH2:28][CH2:27][CH2:26]2)[CH:22]=[CH:23][CH:24]=1.S(=O)(=O)(O)O.OOS([O-])=O.[K+].[C:40](=O)([O-])O.[Na+]>C(O)C.C(OCC)(=O)C.O.C(O)(=O)C>[CH3:1][S:2]([C:19]1[C:20]([CH3:40])=[C:21]([N:25]2[CH2:26][CH2:27][CH2:28]2)[CH:22]=[CH:23][CH:24]=1)(=[O:4])=[O:3] |f:3.4,5.6|. Product: CS(=O)(=O)C=1C(=C(C=CC1)N1CCC1)C (1-(3-methylsulfonyl-methylphenyl)azetidine). Reaction conditions: temperature 20 celsius, time 20 hour. Run in C(C)O (ethanol), C(C)(=O)O (acetic acid), O (water), C(C)(=O)OCC (ethyl acetate), O (water). Starting materials: CSCC=1C=C(C=CC1)N1CCC1 (1-(3-methylsulfanylmethylphenyl)azetidine), S(O)(O)(=O)=O (sulfuric acid), OOS(=O)[O-].[K+] (oxone), CS(=O)(=O)CC=1C=C(C=CC1)N1CCC1 (1-(3-Methylsulfonylmethylphenyl)azetidine), C(O)([O-])=O.[Na+] (sodium hydrogen carbonate). Procedure: 1-(3-Methylsulfonylmethylphenyl)azetidine may be prepared by carrying out the procedure in the following manner: a solution of 1.9 g of 1-(3-methylsulfanylmethylphenyl)azetidine in 10 cm3 of ethanol is added to a mixture, cooled to 0° C., of 10 cm3 of water, 5 cm3 of acetic acid, 1.5 cm3 of 36 N sulfuric acid and 6.15 g of oxone. After stirring for 20 hours at 20° C., the reaction mixture is supplemented with 100 cm3 of water, 100 cm3 of ethyl acetate and is then neutralized by stirring with sod...